Dataset: the Open Reaction Database (ORD), a public repository of structured organic reaction records. Task: describe an organic reaction: reactants, conditions, products, and yield Reaction conditions: time 1 hour. The solvent is ClCCl (dichloromethane), C(C)(C)O (isopropanol). Procedure: 25 ml of a 6N solution of hydrogen chloride in isopropanol are added to a solution of 2.68 g (8.9 mmol) of 2-(methylamino)-2-oxoethyl 1,1-dimethylethyl-1,4-piperazinedicarboxylate, obtained according to step 5.1, in 25 ml of dichloromethane. Stirring is continued at room temperature for 1 hour. The organic phase is removed by filtration through a hydrophobic cartridge and the acidic aqueous phase is concentrated under reduced pressure. After crystallization from isopropanol, 2.05 g of product ar... The product is Cl.N1(CCNCC1)C(=O)OCC(=O)NC (2-(methylamino)-2-oxoethyl 1-piperazinecarboxylate hydrochloride). The reactants are solution, Cl (hydrogen chloride), CC(C)(C)C1N(CCN(C1)C(=O)[O-])C(=O)OCC(=O)NC (2-(methylamino)-2-oxoethyl 1,1-dimethylethyl-1,4-piperazinedicarboxylate). Reaction SMILES: [ClH:1].CC([CH:6]1[CH2:11][N:10](C([O-])=O)[CH2:9][CH2:8][N:7]1[C:15]([O:17][CH2:18][C:19]([NH:21][CH3:22])=[O:20])=[O:16])(C)C>C(O)(C)C.ClCCl>[ClH:1].[N:7]1([C:15]([O:17][CH2:18][C:19]([NH:21][CH3:22])=[O:20])=[O:16])[CH2:8][CH2:9][NH:10][CH2:11][CH2:6]1 |f:4.5|. The reactants are C1N(CCC2=CC=CC=C12)CC=1C(=NC(=NC1)C)N (5-(3,4-dihydro-1H-isoquinolin-2-ylmethyl)-2-methyl-pyrimidin-4-ylamine), Cl (hydrochloric acid). The solvent is CO (methanol). Product: Cl.Cl.C1N(CCC2=CC=CC=C12)CC=1C(=NC(=NC1)C)N (5-(3,4-dihydro-1H-isoquinolin-2-ylmethyl)-2-methyl-pyrimidin-4-ylamine dihydrochloride). Isolated yield 40.7%. Reaction SMILES: [CH2:1]1[C:10]2[C:5](=[CH:6][CH:7]=[CH:8][CH:9]=2)[CH2:4][CH2:3][N:2]1[CH2:11][C:12]1[C:13]([NH2:19])=[N:14][C:15]([CH3:18])=[N:16][CH:17]=1.[ClH:20]>CO>[ClH:20].[ClH:20].[CH2:1]1[C:10]2[C:5](=[CH:6][CH:7]=[CH:8][CH:9]=2)[CH2:4][CH2:3][N:2]1[CH2:11][C:12]1[C:13]([NH2:19])=[N:14][C:15]([CH3:18])=[N:16][CH:17]=1 |f:3.4.5|. Procedure: A solution of 0.70 g (0.00275 mol) of 5-(3,4-dihydro-1H-isoquinolin-2-ylmethyl)-2-methyl-pyrimidin-4-ylamine in 15 ml of methanol was treated with 0.85 ml (0.00435 mol) of 3.5N ethanolic hydrochloric acid. The solution was completely freed from the solvents and the residue was recrystallized from methanol. 0.29 g (32%) of 5-(3,4-dihydro-1H-isoquinolin-2-ylmethyl)-2-methyl-pyrimidin-4-ylamine dihydrochloride was obtained as white crystals; m.p. 260°-265°. Starting materials: ClC1=C(N)C=CC(=C1)[N+](=O)[O-] (2-chloro-4-nitro-aniline), C(C)(C)O (isopropanol), S(O)(O)(=O)=O (sulfuric acid), N(=O)[O-].[Na+] (NaNO2), 125. The solvent is O (water), O (water), O (water). The product is ClC=1C=C(C=CC1)[N+](=O)[O-] (3-chloro-nitro-benzene). The yield is 90.0%. RXN SMILES: [Cl:1][C:2]1[CH:8]=[C:7]([N+:9]([O-:11])=[O:10])[CH:6]=[CH:5][C:3]=1N.C(O)(C)C.S(=O)(=O)(O)O.N([O-])=O.[Na+]>O>[Cl:1][C:2]1[CH:8]=[C:7]([N+:9]([O-:11])=[O:10])[CH:6]=[CH:5][CH:3]=1 |f:3.4|. Procedure details: 172.5 parts of 2-chloro-4-nitro-aniline are introduced into 180 parts of isopropanol and 300 parts of water, and 200 parts of concentrated sulfuric acid (98 percent strength by weight) are then added to the mixture. A solution of 125 parts of NaNO2 in 175 parts of water is run in at 50° C., as described in Example 1. The mixture is cooled, 400 parts of water are added and the product is filtered off. 142 parts (90% of theory) of 3-chloro-nitro-benzene, of melting point 40°-42° C., are obtained. Reactants: [H-].[Na+] (sodium hydride), ClC1=CC=C(C=C1)C(O)CCl (4-chloro-α-(chloromethyl)benzenemethanol), N1N=CN=C1 (1H-1,2,4-triazole). Run in CN(C=O)C (N,N-dimethylformamide). Run at time 10 minute. Yields the product 17.3, ClC1=CC=C(C=C1)C(CN1N=CN=C1)O (α-(4-chlorophenyl)-1H-1,2,4-triazole-1-ethanol). Yield: 77.0%. Reaction SMILES: [H-].[Na+].[NH:3]1[CH:7]=[N:6][CH:5]=[N:4]1.[Cl:8][C:9]1[CH:14]=[CH:13][C:12]([CH:15]([CH2:17]Cl)[OH:16])=[CH:11][CH:10]=1>CN(C)C=O>[Cl:8][C:9]1[CH:14]=[CH:13][C:12]([CH:15]([OH:16])[CH2:17][N:3]2[CH:7]=[N:6][CH:5]=[N:4]2)=[CH:11][CH:10]=1 |f:0.1|. Procedure details: To a stirred suspension of 3.4 parts of a sodium hydride dispersion 78% in 90 parts of N,N-dimethylformamide are added portionwise, during a 5 minutes-period, 6.9 parts of 1H-1,2,4-triazole. After stirring for 10 minutes at room temperature, there are added 19.1 parts of 4-chloro-α-(chloromethyl)benzenemethanol. The whole is stirred and refluxed for 8 hours. The reaction mixture is cooled and poured onto water. The product is extracted with dichloromethane. The extract is washed with water, drie... The reactants are N1([C@H](C(=O)O)CCC1)C(=O)OC(C)(C)C.CC1=CC=C(C=C1)C(C2=CC=CC=C2)N.C=CC1=CC=CC=C1.C=CC1=CC=C(C=C1)C=C.Cl (Boc-Pro MBHA resin), FC(C(=O)O)(F)F (trifluoroacetic acid), mixture, FC(C(=O)O)(F)F (TFA), Peptides, C(C)(C)(C)OC(=O)N1[C@H](C(=O)O)CCC1 (t-butyloxycarbonyl-proline), CC1=CC=C(C=C1)C(C2=CC=CC=C2)N.C=CC1=CC=CC=C1.C=CC1=CC=C(C=C1)C=C.Cl (MBHA resin). The solvent is ClCCl (dichloromethane), C(C)(C)N(CC)C(C)C (diisoproylethylamine), C(C)N(CC)CC (triethylamine), C(Cl)Cl (DCM), C(Cl)Cl (DCM). The product is N1[C@H](C(=O)O)CCC1.CC1=CC=C(C=C1)C(C2=CC=CC=C2)N.C=CC1=CC=CC=C1.C=CC1=CC=C(C=C1)C=C.Cl (H2N-Pro MBHA resin). RXN SMILES: C(OC([N:8]1[CH2:15][CH2:14][CH2:13][C@H:9]1[C:10]([OH:12])=[O:11])=O)(C)(C)C.[CH3:16][C:17]1[CH:22]=[CH:21][C:20](C(N)C2C=CC=CC=2)=[CH:19][CH:18]=1.[CH2:31]=[CH:32]C1C=CC=CC=1.[CH2:39]=CC1C=CC(C=C)=CC=1.[ClH:49].N1(C(OC(C)(C)C)=O)CCC[C@H]1C(O)=O.CC1C=CC(C(N)C2C=CC=CC=2)=CC=1.C=CC1C=CC=CC=1.C=CC1C=CC(C=C)=CC=1.Cl.FC(F)(F)C(O)=O>ClCCl.C(N(C(C)C)CC)(C)C.C(N(CC)CC)C>[NH:8]1[CH2:15][CH2:14][CH2:13][C@H:9]1[C:10]([OH:12])=[O:11].[CH3:16][C:17]1[CH:22]=[CH:21][C:20]([CH:15]([NH2:8])[C:14]2[CH:13]=[CH:9][CH:10]=[CH:32][CH:31]=2)=[CH:19][CH:18]=1.[CH2:16]=[CH:17][C:10]1[CH:9]=[CH:13][CH:14]=[CH:15][CH:39]=1.[CH2:21]=[CH:22][C:17]1[CH:15]=[CH:14][C:13]([CH:9]=[CH2:10])=[CH:19][CH:18]=1.[ClH:49] |f:1.2.3.4,5.6.7.8.9,14.15.16.17.18|. Reported procedure: Peptides described in this invention are prepared starting from t-butyloxycarbonyl-proline linked to MBHA resin (Boc-Pro-MBHA) which is also commercially available. Boc-Pro-MBHA resin is treated with anhydrous trifluoroacetic acid (TFA) or 25% to 75% mixture of TFA in dichloromethane (TFA-DCM) to deprotect the amino group, and the resulting salt neutralized using 5% to 20% triethylamine in DCM (TEA-DCM) or 5% to 20% diisoproylethylamine in DCM (DIEA-DCM) to furnish H2N-Pro-MBHA resin. Reactants: COC(CC1=CN(C2=CC(=CC=C12)N1C=NC=C1)C)=O ((6-Imidazol-1-yl-1-methyl-1H-indol-3-yl)acetic acid methyl ester), [NH4+].[OH-] (NH4OH). The solvent is C(Cl)Cl (CH2Cl2). Reaction conditions: time 24 hour. Product: N1(C=NC=C1)C1=CC=C2C(=CN(C2=C1)C)CC(=O)N ((6-imidazol-1-yl-1-methyl-1H-indol-3-yl)acetamide). Isolated yield 67.0%. Reaction SMILES: C[O:2][C:3](=O)[CH2:4][C:5]1[C:13]2[C:8](=[CH:9][C:10]([N:14]3[CH:18]=[CH:17][N:16]=[CH:15]3)=[CH:11][CH:12]=2)[N:7]([CH3:19])[CH:6]=1.[NH4+:21].[OH-]>C(Cl)Cl>[N:14]1([C:10]2[CH:9]=[C:8]3[C:13]([C:5]([CH2:4][C:3]([NH2:21])=[O:2])=[CH:6][N:7]3[CH3:19])=[CH:12][CH:11]=2)[CH:18]=[CH:17][N:16]=[CH:15]1 |f:1.2|. Procedure: (6-Imidazol-1-yl-1-methyl-1H-indol-3-yl)acetic acid methyl ester (230 mg, 0.85 mmol) was suspended in concentrated NH4OH (5 mL) in a 100 mL flask and stirred in a sealed flask for 24 h. Lyophilization of the mixture gave a crude product, which was chliomatographed on silica gel using 2-8% MeOH in CH2Cl2 to give (6-imidazol-1-yl-1-methyl-1H-indol-3-yl)acetamide (145 mg, 67%). Reactants: solution Δ9, C[C@H](CCCC(C)C(=O)O)[C@H]1CC[C@@H]2[C@@]1([C@H](C[C@H]3[C@H]2[C@@H](C[C@H]4[C@@]3(CC[C@H](C4)O)C)O)O)C (THCA), CCCCCC=1C=C(C2=C(C1)OC([C@H]3[C@H]2C=C(CC3)C)(C)C)O.C(=O)=O (THC CO2). Yields the product CCCCCC=1C=C(C2=C(C1)OC([C@H]3[C@H]2C=C(CC3)C)(C)C)O (THC). Reaction SMILES: C[C@@H]([C@@H]1[C@@]2(C)[C@@H](O)C[C@@H]3[C@@]4(C)CC[C@@H](O)C[C@H]4C[C@@H](O)[C@H]3[C@@H]2CC1)CCCC(C(O)=O)C.[CH3:33][CH2:34][CH2:35][CH2:36][CH2:37][C:38]1[CH:39]=[C:40]([OH:55])[C:41]2[C@@H:47]3[CH:48]=[C:49]([CH3:52])[CH2:50][CH2:51][C@H:46]3[C:45]([CH3:54])([CH3:53])[O:44][C:42]=2[CH:43]=1.C(=O)=O>>[CH3:33][CH2:34][CH2:35][CH2:36][CH2:37][C:38]1[CH:39]=[C:40]([OH:55])[C:41]2[C@@H:47]3[CH:48]=[C:49]([CH3:52])[CH2:50][CH2:51][C@H:46]3[C:45]([CH3:54])([CH3:53])[O:44][C:42]=2[CH:43]=1 |f:1.2|. Reported procedure: Material slowly decarboxylates in solution Δ9 THCA→Δ9 THC+CO2 The reactants are solution, CC(C)C[AlH]CC(C)C (DIBALH), C(#N)[C@@H]1CC[C@H](CC1)C1=CC=C(C=C1)C1=CC=C(C=C1)CCCCC (4-(trans-4-cyanocyclohexyl)-4'-pentylbiphenyl), CCCCC (pentane), S(O)(O)(=O)=O (sulfuric acid). Run in CCCCCC (hexane), O (Water). Reaction conditions: time 18 hour. The product is C(=O)[C@@H]1CC[C@H](CC1)C1=CC=C(C=C1)C1=CC=C(C=C1)CCCCC (4-(trans-4-Formylcyclohexyl)-4'-pentylbiphenyl). RXN SMILES: CC(C[AlH]CC(C)C)C.[C:10]([C@H:12]1[CH2:17][CH2:16][C@H:15]([C:18]2[CH:23]=[CH:22][C:21]([C:24]3[CH:29]=[CH:28][C:27]([CH2:30][CH2:31][CH2:32][CH2:33][CH3:34])=[CH:26][CH:25]=3)=[CH:20][CH:19]=2)[CH2:14][CH2:13]1)#N.CCCCC.S(=O)(=O)(O)[OH:41]>CCCCCC.O>[CH:10]([C@H:12]1[CH2:17][CH2:16][C@H:15]([C:18]2[CH:23]=[CH:22][C:21]([C:24]3[CH:29]=[CH:28][C:27]([CH2:30][CH2:31][CH2:32][CH2:33][CH3:34])=[CH:26][CH:25]=3)=[CH:20][CH:19]=2)[CH2:14][CH2:13]1)=[O:41]. Procedure details: 112 ml of a 20% solution of DIBALH in hexane are added dropwise to a solution of 33.2 g of 4-(trans-4-cyanocyclohexyl)-4'-pentylbiphenyl in 11 of pentane, and the mixture is stirred for 18 hours. Water is then added dropwise until the evolution of gas subsides and then 200 ml of 25% sulfuric acid are added dropwise. The organic phase is separated off, dried over Na2SO4 and evaporated. Colorless deliquescent crystals are obtained. The reactants are COC(=O)N[C@H](C(=O)O)C(C)C ((S)-2-methoxycarbonylamino-3-methyl butyric acid), Cl.C(C1=CC=CC=C1)OC([C@H]1NCCC1)=O (L-proline benzyl ester hydrochloride), C(C1=CC=CC=C1)OC(=O)[C@H]1N(CCC1)C([C@@H](C1=CC=CC=C1)NC(=O)OC(C)(C)C)=O ((S,R)-1-(2-tert-butoxycarbonylamino-2-phenylacetyl)-pyrrolidine-2-carboxylic acid benzyl ester). Yields the product C(C1=CC=CC=C1)OC(=O)[C@H]1N(CCC1)C([C@H](C(C)C)NC(=O)OC)=O ((S,S)-1-(2-methoxycarbonylamino-3-methyl-butyryl)-pyrrolidine-2-carboxylic acid benzyl ester). RXN SMILES: COC(N[C@@H](C(C)C)C(O)=O)=O.Cl.C(OC(=O)[C@@H]1CCCN1)C1C=CC=CC=1.[CH2:29]([O:36][C:37]([C@@H:39]1[CH2:43][CH2:42][CH2:41][N:40]1[C:44](=[O:60])[C@H:45]([NH:52][C:53]([O:55][C:56](C)(C)C)=[O:54])[C:46]1[CH:51]=CC=C[CH:47]=1)=[O:38])[C:30]1[CH:35]=[CH:34][CH:33]=[CH:32][CH:31]=1>>[CH2:29]([O:36][C:37]([C@@H:39]1[CH2:43][CH2:42][CH2:41][N:40]1[C:44](=[O:60])[C@@H:45]([NH:52][C:53]([O:55][CH3:56])=[O:54])[CH:46]([CH3:51])[CH3:47])=[O:38])[C:30]1[CH:31]=[CH:32][CH:33]=[CH:34][CH:35]=1 |f:1.2|. Procedure: Compound 2b was synthesized from compound 1 (2 mmol) and L-proline benzyl ester hydrochloride (2.2 mmol), following the procedure as described for compound 2a.